This data is from the Open Reaction Database (ORD), a public repository of structured organic reaction records. The task is: describe an organic reaction: reactants, conditions, products, and yield Reactants: CO\N=C(/COC1=CC=C(C=C1)CO)\C1=CC=CC=C1 ((4-{[(2Z)-2-(methoxyimino)-2-phenylethyl]oxy}phenyl)methanol), OC1=CC=C(C=C1)C(CC(=O)OC)CCC (methyl 3-(4-hydroxyphenyl)hexanoate), C1(=CC=CC=C1)P(C1=CC=CC=C1)C1=CC=CC=C1 (Triphenyl phosphine). Solvent: C1CCOC1 (THF). Procedure details: To a 50 mL RB flask fitted with magnetic stirrer was charged dry THF (5.0 mL) and (4-{[(2Z)-2-(methoxyimino)-2-phenylethyl]oxy}phenyl)methanol (0.134 g, 0.5 mmol). To the above mixture methyl 3-(4-hydroxyphenyl)hexanoate (0.11 g, 0.5 mmol) was added and the resulting mixture stirred at 0° C. for 5 min. Triphenyl phosphine (0.17 g, 0.65 mmol) was added to the mixture and stirred at 0° C. for 15 min followed by the addition of diethylazadicarboxylate (0.13 g, 0.65 mmol). After stirring the resulti... Product: CO\N=C(/COC1=CC=C(COC2=CC=C(C=C2)C(CC(=O)OC)CCC)C=C1)\C1=CC=CC=C1 (Methyl 3-{4-[(4-{[(2Z)-2-(methoxyimino)-2-phenylethyl]oxy}benzyl)oxy]phenyl}hexanoate). Run at temperature 0 celsius, time 5 minute. RXN SMILES: [CH3:1][O:2]/[N:3]=[C:4](/[C:15]1[CH:20]=[CH:19][CH:18]=[CH:17][CH:16]=1)\[CH2:5][O:6][C:7]1[CH:12]=[CH:11][C:10]([CH2:13][OH:14])=[CH:9][CH:8]=1.O[C:22]1[CH:27]=[CH:26][C:25]([CH:28]([CH2:34][CH2:35][CH3:36])[CH2:29][C:30]([O:32][CH3:33])=[O:31])=[CH:24][CH:23]=1.C1(P(C2C=CC=CC=2)C2C=CC=CC=2)C=CC=CC=1>C1COCC1>[CH3:1][O:2]/[N:3]=[C:4](/[C:15]1[CH:20]=[CH:19][CH:18]=[CH:17][CH:16]=1)\[CH2:5][O:6][C:7]1[CH:12]=[CH:11][C:10]([CH2:13][O:14][C:22]2[CH:27]=[CH:26][C:25]([CH:28]([CH2:34][CH2:35][CH3:36])[CH2:29][C:30]([O:32][CH3:33])=[O:31])=[CH:24][CH:23]=2)=[CH:9][CH:8]=1. The yield is 21.0%.